This data is from the Open Reaction Database (ORD), a public repository of structured organic reaction records. The task is: describe an organic reaction: reactants, conditions, products, and yield The reactants are C(C1=CC=CC=C1)ONC(CC(CCCCC1=CC=CC=C1)(CC)S(=O)(=O)C1=CC=C(C=C1)OC)=O (N-benzyloxy-3-(4-methoxyphenylsulfonyl)-3-ethyl-7-phenylheptanamide), CCO (EtOH). The reagents and catalysts are [Pd] (Pd on carbon). Yields the product COC1=CC=C(C=C1)S(=O)(=O)C(CC(=O)O)(CCCCC1=CC=CC=C1)CC (3-(4-methoxybenzenesulfonyl)-3-ethyl-7-phenylheptanoic acid). The yield is 26.0%. As a reaction SMILES: C(ON[C:10](=[O:36])[CH2:11][C:12]([S:25]([C:28]1[CH:33]=[CH:32][C:31]([O:34][CH3:35])=[CH:30][CH:29]=1)(=[O:27])=[O:26])([CH2:23][CH3:24])[CH2:13][CH2:14][CH2:15][CH2:16][C:17]1[CH:22]=[CH:21][CH:20]=[CH:19][CH:18]=1)C1C=CC=CC=1.CC[OH:39]>[Pd]>[CH3:35][O:34][C:31]1[CH:30]=[CH:29][C:28]([S:25]([C:12]([CH2:23][CH3:24])([CH2:13][CH2:14][CH2:15][CH2:16][C:17]2[CH:22]=[CH:21][CH:20]=[CH:19][CH:18]=2)[CH2:11][C:10]([OH:39])=[O:36])(=[O:26])=[O:27])=[CH:33][CH:32]=1. Procedure: A solution of 0.463 g (0.91 mmol) of N-benzyloxy-3-(4-methoxyphenylsulfonyl)-3-ethyl-7-phenylheptanamide in 75 mL of EtOH is shaken for 3 days under 50 psi of H2 with 0.2 g of 10% Pd on carbon. The mixture is filtered and concentrated in vacuo. Purification by flash silica gel chromatography afforded 0.1 g (26%) of 3-(4-methoxybenzenesulfonyl)-3-ethyl-7-phenylheptanoic acid hydroxamide in the form of a white foam, m.p. 44-46° C.1H NMR (DMSO-d6) δ (TMS)0.97 (t, 3H), 1.45-1.9 (m, 8H), 2.4 (s, 2H),... The reactants are O=C([O-])[O-], CN(C)C=O, Nc1nc(CCl)cs1, Cl, [Cs+], [Cs+], COC(=O)c1ccc(F)cc1O, O. Yields the product COC(=O)c1ccc(F)cc1OCc1csc(N)n1. RXN SMILES: [C:22](=[O:23])([O-:24])[O-:25].[CH3:29][N:30]([CH3:31])[CH:32]=[O:33].[Cl:14][CH2:15][c:16]1[n:17][c:18]([NH2:21])[s:19][cH:20]1.[ClH:13].[Cs+:26].[Cs+:27].[F:1][c:2]1[cH:3][c:4]([OH:12])[c:5]([C:6](=[O:7])[O:8][CH3:9])[cH:10][cH:11]1.[OH2:28]>>[F:1][c:2]1[cH:3][c:4]([O:12][CH2:15][c:16]2[n:17][c:18]([NH2:21])[s:19][cH:20]2)[c:5]([C:6](=[O:7])[O:8][CH3:9])[cH:10][cH:11]1. Starting materials: B(F)(F)F.CCOCC (boron trifluoride-etherate), ClC1=C(C=CC(=C1)Cl)C1(CO1)CC (2-(2,4-dichlorophenyl)-1,2-epoxybutane). Run in CO (methanol), CO (methanol). Conditions: time 16 hour. The product is ClC1=C(C=CC(=C1)Cl)C(CO)(CC)OC (2-(2,4-dichlorophenyl)-2-methoxybutan-1-ol). Yield: 71.5%. Reaction SMILES: B(F)(F)F.C[CH2:6][O:7]CC.[Cl:10][C:11]1[CH:16]=[C:15]([Cl:17])[CH:14]=[CH:13][C:12]=1[C:18]1([CH2:21][CH3:22])[O:20][CH2:19]1>CO>[Cl:10][C:11]1[CH:16]=[C:15]([Cl:17])[CH:14]=[CH:13][C:12]=1[C:18]([O:20][CH3:19])([CH2:21][CH3:22])[CH2:6][OH:7] |f:0.1|. Procedure details: 10.64 g of boron trifluoride-etherate, dissolved in 30 ml of methanol, are added dropwise at 4°-6° C. to a solution of 16.25 g (75 mmoles) of 2-(2,4-dichlorophenyl)-1,2-epoxybutane of purity 95%, in 30 ml of methanol. The clear solution is then allowed to reach room temperature (20° C.) in a water bath and, after 16 hours, is worked up by extraction with water and chloroform. The chloroform solution is washed with NaHCO3 and dried with Na2SO4, and the solvent is removed on a rotary evaporator. T... Starting materials: COCCOC, NS(N)(=O)=O, NC1CCN(Cc2ccccc2)CC1. Yields the product NS(=O)(=O)NC1CCN(Cc2ccccc2)CC1. RXN SMILES: [CH2:20]([CH2:21][O:22][CH3:23])[O:24][CH3:25].[NH2:15][S:16]([NH2:17])(=[O:18])=[O:19].[NH2:1][CH:2]1[CH2:3][CH2:4][N:5]([CH2:8][c:9]2[cH:10][cH:11][cH:12][cH:13][cH:14]2)[CH2:6][CH2:7]1>>[NH:1]([CH:2]1[CH2:3][CH2:4][N:5]([CH2:8][c:9]2[cH:10][cH:11][cH:12][cH:13][cH:14]2)[CH2:6][CH2:7]1)[S:16]([NH2:15])(=[O:18])=[O:19].